From a dataset of the Open Reaction Database (ORD), a public repository of structured organic reaction records. describe an organic reaction: reactants, conditions, products, and yield Starting materials: CN(C)c1ccccn1, CC1CCN(C(=O)Cl)CC1, Oc1ccc2oc3ccccc3c2c1, c1ccccc1. Yields the product CC1CCN(C(=O)Oc2ccc3oc4ccccc4c3c2)CC1. As a reaction SMILES: [CH3:15][N:16]([c:17]1[cH:18][cH:19][cH:20][cH:21][n:22]1)[CH3:23].[CH3:24][CH:25]1[CH2:26][CH2:27][N:28]([C:31](=[O:32])[Cl:33])[CH2:29][CH2:30]1.[OH:1][c:2]1[cH:3][cH:4][c:5]2[o:6][c:7]3[cH:8][cH:9][cH:10][cH:11][c:12]3[c:13]2[cH:14]1.[cH:34]1[cH:35][cH:36][cH:37][cH:38][cH:39]1>>[O:1]([c:2]1[cH:3][cH:4][c:5]2[o:6][c:7]3[cH:8][cH:9][cH:10][cH:11][c:12]3[c:13]2[cH:14]1)[C:31]([N:28]1[CH2:27][CH2:26][CH:25]([CH3:24])[CH2:30][CH2:29]1)=[O:32]. The reactants are O[C@@H]1[C@@H]2[C@]3(CCC(C=C3[C@H](C[C@H]2[C@@H]2CC[C@](C(COC(CCCC)=O)=O)([C@]2(C1)C)O)C)=O)C (11β,17-dihydroxy-6α-methyl-21-valeryloxy-4-pregnene-3,20-dione), [Cl-].[NH4+] (ammonium chloride), solution, C[Li] (methyllithium). Reagents/catalysts: [Cu]I (copper(I) iodide). Solvent: O1CCCC1 (tetrahydrofuran), CCOCC (ether), O1CCCC1 (tetrahydrofuran). Conditions: temperature -30 celsius, time 10 minute. The product is O[C@@H]1[C@@H]2[C@]3(CCC(C=C3[C@H](C[C@H]2[C@@H]2CC[C@](C(CO)=O)([C@]2(C1)C)OC(CCCC)=O)C)=O)C (11β,21-dihydroxy-6α-methyl-17-valeryloxy-4-pregnene-3,20-dione). The yield is 124.3%. RXN SMILES: C[Li].[OH:3][C@H:4]1[CH2:30][C@@:29]2([CH3:31])[C@@H:15]([CH2:16][CH2:17][C@:18]2([OH:32])[C:19](=[O:28])[CH2:20][O:21]C(=O)CCCC)[C@H:14]2[C@H:5]1[C@:6]1([CH3:35])[C:11]([C@@H:12]([CH3:33])[CH2:13]2)=[CH:10][C:9](=[O:34])[CH2:8][CH2:7]1.[Cl-].[NH4+]>CCOCC.O1CCCC1.[Cu]I>[OH:3][C@H:4]1[CH2:30][C@@:29]2([CH3:31])[C@@H:15]([CH2:16][CH2:17][C@:18]2([O:32][C:4](=[O:3])[CH2:5][CH2:6][CH2:7][CH3:8])[C:19](=[O:28])[CH2:20][OH:21])[C@H:14]2[C@H:5]1[C@:6]1([CH3:35])[C:11]([C@@H:12]([CH3:33])[CH2:13]2)=[CH:10][C:9](=[O:34])[CH2:8][CH2:7]1 |f:2.3|. Procedure: At 0° C. under argon, 40 ml of a 5% solution of methyllithium in ether is added dropwise to a suspension of 9.3 g of copper(I) iodide in 186 ml of anhydrous tetrahydrofuran. The yellow solution is cooled to -30° C., and a solution of 7.4 g of 11β,17-dihydroxy-6α-methyl-21-valeryloxy-4-pregnene-3,20-dione in 186 ml of anhydrous tetrahydrofuran is added thereto. The mixture is agitated for 10 minutes at -25° C. and poured on an aqueous ammonium chloride solution. After extraction with methylene ch... Starting materials: C(C)(C)(C)OC(=O)N1CCN(CC1)CC1=C(C=2N=C(N=C(C2S1)N1CCOCC1)C=1C(=NC(=NC1)N)C(F)(F)F)C (4-[2-(2-Amino-4-trifluoromethyl-pyrimidin-5-yl)-7-methyl-4-morpholin-4-yl-thieno[3,2-d]pyrimidin-6-ylmethyl]-piperazine-1-carboxylic acid tert-butyl ester). Solvent: Cl (hydrogen chloride), O1CCOCC1 (1,4-dioxane). Run at time 1 hour. Product: CC1=C(SC2=C1N=C(N=C2N2CCOCC2)C=2C(=NC(=NC2)N)C(F)(F)F)CN2CCNCC2 (5-(7-methyl-4-morpholino-6-(piperazin-1-ylmethyl)thieno[3,2-d]pyrimidin-2-yl)-4-(trifluoromethyl)pyrimidin-2-amine). The yield is 24.0%. As a reaction SMILES: C(OC([N:8]1[CH2:13][CH2:12][N:11]([CH2:14][C:15]2[S:23][C:22]3[C:21]([N:24]4[CH2:29][CH2:28][O:27][CH2:26][CH2:25]4)=[N:20][C:19]([C:30]4[C:31]([C:37]([F:40])([F:39])[F:38])=[N:32][C:33]([NH2:36])=[N:34][CH:35]=4)=[N:18][C:17]=3[C:16]=2[CH3:41])[CH2:10][CH2:9]1)=O)(C)(C)C>Cl.O1CCOCC1>[CH3:41][C:16]1[C:17]2[N:18]=[C:19]([C:30]3[C:31]([C:37]([F:40])([F:39])[F:38])=[N:32][C:33]([NH2:36])=[N:34][CH:35]=3)[N:20]=[C:21]([N:24]3[CH2:25][CH2:26][O:27][CH2:28][CH2:29]3)[C:22]=2[S:23][C:15]=1[CH2:14][N:11]1[CH2:12][CH2:13][NH:8][CH2:9][CH2:10]1. Reported procedure: A mixture of 30 mg of 4-[2-(2-Amino-4-trifluoromethyl-pyrimidin-5-yl)-7-methyl-4-morpholin-4-yl-thieno[3,2-d]pyrimidin-6-ylmethyl]-piperazine-1-carboxylic acid tert-butyl ester in 4.0 M of hydrogen chloride in 1,4-dioxane was stirred for 1 h. The mixture was evaporated. The product was purified by reverse phase HPLC to yield 6 mg of 323. MS (Q1) 495.2 (M)+. Starting materials: C1CCOC1, [H][H], N#Cc1cc(N2CCOCC2=O)ccc1[N+](=O)[O-]. The product is N#Cc1cc(N2CCOCC2=O)ccc1N. Reaction SMILES: [CH2:19]1[O:20][CH2:21][CH2:22][CH2:23]1.[H:24][H:25].[N+:1]([O-:2])(=[O:3])[c:4]1[c:5]([C:6]#[N:7])[cH:8][c:9]([N:12]2[C:13](=[O:18])[CH2:14][O:15][CH2:16][CH2:17]2)[cH:10][cH:11]1>>[NH2:1][c:4]1[c:5]([C:6]#[N:7])[cH:8][c:9]([N:12]2[C:13](=[O:18])[CH2:14][O:15][CH2:16][CH2:17]2)[cH:10][cH:11]1. Starting materials: CC=1OC=CC1C(=O)CC#N (2-(2-methyl-3-furanoyl)acetonitrile), FC1=CC=C(C=C1)NN (4-fluorophenylhydrazine), FC1=C(C=CC(=C1)F)NN (2,4-difluorophenylhydrazine). Product: NC1=C(C=NN1C1=C(C=C(C=C1)F)F)C(=O)C1=C(OC=C1)C (5-amino-1-(2,4-difluorophenyl)-4-(2-methylfuran-3-oyl)-pyrazole). Reaction SMILES: [CH3:1][C:2]1[O:3][CH:4]=[CH:5][C:6]=1[C:7]([CH2:9][C:10]#[N:11])=[O:8].F[C:13]1C=CC(NN)=CC=1.[F:21][C:22]1[CH:27]=[C:26]([F:28])[CH:25]=[CH:24][C:23]=1[NH:29][NH2:30]>>[NH2:11][C:10]1[N:29]([C:23]2[CH:24]=[CH:25][C:26]([F:28])=[CH:27][C:22]=2[F:21])[N:30]=[CH:13][C:9]=1[C:7]([C:6]1[CH:5]=[CH:4][O:3][C:2]=1[CH3:1])=[O:8]. Procedure details: Proceeding as described in Example 1, step 2, but replacing 2-(3-bromobenzoyl)acetonitrile with 2-(2-methyl-3-furanoyl)acetonitrile and substituting 4-fluorophenylhydrazine in step 3 with 2,4-difluorophenylhydrazine was obtained 5-amino-1-(2,4-difluorophenyl)-4-(2-methylfuran-3-oyl)-pyrazole (116). Reactants: ClC1=CC(=CC=C1)C(=O)OO (3-Chloroperbenzoic acid), C1(=CC=CC=C1)SC1(CC1)OC1=C(C=C(C(=O)NC2(CC3=CC=CC=C3C2)C(=O)O)C=C1)OCCC=1C=C(C=CC1)C (2-[4-(1-Phenylsulfanyl-cyclopropoxy)-3-(2-m-tolyl-ethoxy)-benzoylamino]-indane-2-carboxylic acid), P(=O)(O)([O-])[O-].[Na+].[Na+] (Disodium hydrogenphosphate). Reagents/catalysts: [Na].[Hg] (sodium mercury amalgam). Solvent: C(Cl)Cl (DCM), C(O)([O-])=O.[Na+] (sodium hydrogencarbonate). Run at time 30 minute. The product is C1(CC1)OC1=C(C=C(C(=O)NC2(CC3=CC=CC=C3C2)C(=O)O)C=C1)OCCC=1C=C(C=CC1)C (2-[4-Cyclopropoxy-3-(2-m-tolyl-ethoxy)-benzoylamino]-indane-2-carboxylic acid). Reaction SMILES: ClC1C=CC=C(C(OO)=O)C=1.C1(S[C:19]2([O:22][C:23]3[CH:43]=[CH:42][C:26]([C:27]([NH:29][C:30]4([C:39]([OH:41])=[O:40])[CH2:38][C:37]5[C:32](=[CH:33][CH:34]=[CH:35][CH:36]=5)[CH2:31]4)=[O:28])=[CH:25][C:24]=3[O:44][CH2:45][CH2:46][C:47]3[CH:48]=[C:49]([CH3:53])[CH:50]=[CH:51][CH:52]=3)[CH2:21][CH2:20]2)C=CC=CC=1.P([O-])([O-])(O)=O.[Na+].[Na+]>C(Cl)Cl.C(=O)([O-])O.[Na+].[Na].[Hg]>[CH:19]1([O:22][C:23]2[CH:43]=[CH:42][C:26]([C:27]([NH:29][C:30]3([C:39]([OH:41])=[O:40])[CH2:38][C:37]4[C:32](=[CH:33][CH:34]=[CH:35][CH:36]=4)[CH2:31]3)=[O:28])=[CH:25][C:24]=2[O:44][CH2:45][CH2:46][C:47]2[CH:48]=[C:49]([CH3:53])[CH:50]=[CH:51][CH:52]=2)[CH2:20][CH2:21]1 |f:2.3.4,6.7,8.9,^1:68|. Reported procedure: 3-Chloroperbenzoic acid (43 mg, 0.177 mmol) was added to the compound of step 1 (35 mg, 0.059 mmol) in DCM (2 ml) and saturated aqueous sodium hydrogencarbonate solution (2 ml). The mixture was stirred for 30 min at room temperature and then partitioned between EA and a sodium carbonate solution. The aqueous phase was extracted with EA and the combined organic phases were dried over sodium sulfate and evaporated to dryness. The residue (44 mg) was dissolved in a mixture of 0.5 ml of THF and 1 ml... The reactants are CSc1nnc(C(=O)Cl)o1, COc1cc2nc(N3CCNCC3)nc(N)c2cc1OC, C1COCCO1. The product is COc1cc2nc(N3CCN(C(=O)c4nnc(SC)o4)CC3)nc(N)c2cc1OC, Cl. As a reaction SMILES: [CH3:1][S:2][c:3]1[n:4][n:5][c:6]([C:8](=[O:9])[Cl:10])[o:7]1.[NH2:11][c:12]1[n:13][c:14]([N:26]2[CH2:27][CH2:28][NH:29][CH2:30][CH2:31]2)[n:15][c:16]2[cH:17][c:18]([O:24][CH3:25])[c:19]([O:22][CH3:23])[cH:20][c:21]12.[O:32]1[CH2:33][CH2:34][O:35][CH2:36][CH2:37]1>>[CH3:1][S:2][c:3]1[n:4][n:5][c:6]([C:8](=[O:9])[N:29]2[CH2:28][CH2:27][N:26]([c:14]3[n:13][c:12]([NH2:11])[c:21]4[c:16]([n:15]3)[cH:17][c:18]([O:24][CH3:25])[c:19]([O:22][CH3:23])[cH:20]4)[CH2:31][CH2:30]2)[o:7]1.[ClH:10]. Reactants: CCO, Cc1cc2cc([N+](=O)[O-])ccc2[nH]1, [H][H], C1CCOC1. The product is Cc1cc2cc(N)ccc2[nH]1. Reaction SMILES: [CH3:14][CH2:15][OH:16].[CH3:1][c:2]1[nH:3][c:4]2[cH:5][cH:6][c:7]([N+:11]([O-:12])=[O:13])[cH:8][c:9]2[cH:10]1.[H:17][H:18].[O:19]1[CH2:20][CH2:21][CH2:22][CH2:23]1>>[CH3:1][c:2]1[nH:3][c:4]2[cH:5][cH:6][c:7]([NH2:11])[cH:8][c:9]2[cH:10]1. Reactants: solution, [OH-].[Na+] (sodium hydroxide), NCC(=O)O (glycin), C(CCC)Br (butyl bromide). The solvent is CO (methanol), O (water). Yields the product C(CCC)NCC(=O)O (N-butyl-glycine). Yield: 41.6%. Reaction SMILES: [OH-].[Na+].[NH2:3][CH2:4][C:5]([OH:7])=[O:6].[CH2:8](Br)[CH2:9][CH2:10][CH3:11]>CO.O>[CH2:8]([NH:3][CH2:4][C:5]([OH:7])=[O:6])[CH2:9][CH2:10][CH3:11] |f:0.1|. Procedure: A! A 32% solution of sodium hydroxide (123 ml) was added to a mixture of glycin (50 g, 0.66 mole) and butyl bromide (75 ml, 0.66 mole) in methanol (600 ml) and water (600 ml), the reaction mixture was refluxed for 24 hours, then the solvend was evaporated under vacuum. The crude was dissolved in ethanol, the salts were filtered off 3 times, and the solvent was evaporated under vacuum. The resulting crude was purified by flash chromatography (eluent: chloroform/methanol/concentrated ammonia 6:4:0...